From a dataset of the Open Reaction Database (ORD), a public repository of structured organic reaction records. describe an organic reaction: reactants, conditions, products, and yield Procedure: A stirred mixture of 1-benzyl-(1H)-1,2,3-triazole hydrogen chloride (80 g 0.41 moles) in water (320 ml) and ethyl acetate (320 ml) was basified with 20% NaOH (91 ml). The mixture was stirred at room temperature for 10 minutes and separated. The aqueous phase was re-extracted with ethyl acetate (160 ml) and the combined organic product solutions were washed with water (160 ml). The product solution was concentrated to a volume of 195 ml and cooled to room temperature. To the stirred ethyl acetate... Solvent: O (water), C(C)(=O)OCC (ethyl acetate). RXN SMILES: Cl.[CH2:2]([N:9]1[CH:13]=[CH:12][N:11]=[N:10]1)[C:3]1[CH:8]=[CH:7][CH:6]=[CH:5][CH:4]=1.[OH-].[Na+]>O.C(OCC)(=O)C>[CH2:2]([N:9]1[CH:13]=[CH:12][N:11]=[N:10]1)[C:3]1[CH:4]=[CH:5][CH:6]=[CH:7][CH:8]=1 |f:0.1,2.3|. Conditions: time 10 minute. The product is C(C1=CC=CC=C1)N1N=NC=C1 (1-Benzyl-(1H)-1,2,3-triazole). Reactants: Cl.C(C1=CC=CC=C1)N1N=NC=C1 (1-benzyl-(1H)-1,2,3-triazole hydrogen chloride), solid, [OH-].[Na+] (NaOH). Starting materials: Cl (hydrochloric acid), NC=1SC(=CC1C(=O)O)C(C)C (2-amino-5-isopropylthiophene-3-carboxylic acid), C(=O)=O (carbon dioxide). The solvent is C(CC)O (n-propanol). Reaction conditions: temperature 80 celsius. Product: Cl.NC=1SC(=CC1)C(C)C (2-amino-5-isopropylthiophene hydrochloride). Yield: 52.0%. As a reaction SMILES: [ClH:1].[NH2:2][C:3]1[S:4][C:5]([CH:11]([CH3:13])[CH3:12])=[CH:6][C:7]=1C(O)=O.C(=O)=O>C(O)CC>[ClH:1].[NH2:2][C:3]1[S:4][C:5]([CH:11]([CH3:13])[CH3:12])=[CH:6][CH:7]=1 |f:4.5|. Reported procedure: Concentrated hydrochloric acid (125 ml) was heated to 60° C. with stirring, and a solution of 2-amino-5-isopropylthiophene-3-carboxylic acid (18.52 g, 0.1 mol) in 200 ml of n-propanol was added dropwise while the temperature was raised gradually to 80° C. A slow evolution of carbon dioxide, subsiding after 2 hours was observed. The mixture was evaporated in vacuo, and stripped five times with 200 ml of propanol to remove water. The residue was dissolved in 25 ml of propanol, and reprecipitated b...